Dataset: the Open Reaction Database (ORD), a public repository of structured organic reaction records. Task: describe an organic reaction: reactants, conditions, products, and yield Starting materials: NCCNC(C(NC(C1=CC=CC=C1)(C1=CC=CC=C1)C1=CC=CC=C1)CCO)=O (6-Amino-2-(2-hydroxyethyl)-3-oxo-1-(triphenylmethyl)-1,4-diazahexane), Example 9 ( a ), C1(=CC=CC=C1)C(C1=CC=CC=C1)(C1=CC=CC=C1)Cl (triphenylmethyl chloride), CN1CCOCC1 (methylmorpholine). Run in CN(C)C=O (DMF), C(Cl)(Cl)Cl.C1(=CC=CC=C1)C.CO (chloroform toluene methanol). Reaction conditions: time 24 hour. Yields the product OCCC(NC(C1=CC=CC=C1)(C1=CC=CC=C1)C1=CC=CC=C1)C(NCCNC(C1=CC=CC=C1)(C1=CC=CC=C1)C1=CC=CC=C1)=O (2-(2-hydroxyethyl)3-oxo-1,7-bis(triphenylmethyl)-1,4,7-triazaheptane). Yield: 27.5%. As a reaction SMILES: [NH2:1][CH2:2][CH2:3][NH:4][C:5](=[O:30])[CH:6]([CH2:27][CH2:28][OH:29])[NH:7][C:8]([C:21]1[CH:26]=[CH:25][CH:24]=[CH:23][CH:22]=1)([C:15]1[CH:20]=[CH:19][CH:18]=[CH:17][CH:16]=1)[C:9]1[CH:14]=[CH:13][CH:12]=[CH:11][CH:10]=1.[C:31]1([C:37](Cl)([C:44]2[CH:49]=[CH:48][CH:47]=[CH:46][CH:45]=2)[C:38]2[CH:43]=[CH:42][CH:41]=[CH:40][CH:39]=2)[CH:36]=[CH:35][CH:34]=[CH:33][CH:32]=1.CN1CCOCC1>CN(C=O)C.C(Cl)(Cl)Cl.C1(C)C=CC=CC=1.CO>[OH:29][CH2:28][CH2:27][CH:6]([C:5](=[O:30])[NH:4][CH2:3][CH2:2][NH:1][C:37]([C:31]1[CH:36]=[CH:35][CH:34]=[CH:33][CH:32]=1)([C:44]1[CH:45]=[CH:46][CH:47]=[CH:48][CH:49]=1)[C:38]1[CH:39]=[CH:40][CH:41]=[CH:42][CH:43]=1)[NH:7][C:8]([C:9]1[CH:14]=[CH:13][CH:12]=[CH:11][CH:10]=1)([C:21]1[CH:26]=[CH:25][CH:24]=[CH:23][CH:22]=1)[C:15]1[CH:16]=[CH:17][CH:18]=[CH:19][CH:20]=1 |f:4.5.6|. Procedure: 6-Amino-2-(2-hydroxyethyl)-3-oxo-1-(triphenylmethyl)-1,4-diazahexane (15.0 g, 37.2 mmol) (Example 9 (a)) was dissolved in 150 ml DMF and triphenylmethyl chloride (10.35 g, 37.2 mmol) and methylmorpholine (3.75 g, 37.2 mmol) was added. After being stirred for 24 hours at ambient temperature, the reaction mixture was filtered and poured into 200 ml of ice water. After 1 hour stirring, filtration and thoroughly washing the precipitate with water, the solid was dried in vacuo at 50° C. to yield 22 g...